Dataset: the Open Reaction Database (ORD), a public repository of structured organic reaction records. Task: describe an organic reaction: reactants, conditions, products, and yield The reactants are C(=O)(OC)C1=C2C=3C(CCCC3NC2=CC=C1)=O (5-carbomethoxy-1,2-dihydro-9H-carbazol-4(3H)-one), IC=1C=C(CBr)C=CC1 (3-iodobenzyl bromide), C([O-])([O-])=O.[K+].[K+] (potassium carbonate). Run in CN(C)C=O (DMF), C(C)(=O)OCC (ethyl acetate). Reaction conditions: time 18 hour. The product is IC=1C=C(C=CC1)CN1C2=CC=CC(=C2C=2C(CCCC12)=O)C(=O)OC (9-[(3-iodophenyl)methyl]-5-carbomethoxy-1,2-dihydrocarbazol-4(3H)-one). Yield: 54.5%. Reaction SMILES: [C:1]([C:5]1[CH:17]=[CH:16][CH:15]=[C:14]2[C:6]=1[C:7]1[C:8](=[O:18])[CH2:9][CH2:10][CH2:11][C:12]=1[NH:13]2)([O:3][CH3:4])=[O:2].[I:19][C:20]1[CH:21]=[C:22]([CH:25]=[CH:26][CH:27]=1)[CH2:23]Br.C(=O)([O-])[O-].[K+].[K+]>CN(C=O)C.C(OCC)(=O)C>[I:19][C:20]1[CH:21]=[C:22]([CH2:23][N:13]2[C:12]3[CH2:11][CH2:10][CH2:9][C:8](=[O:18])[C:7]=3[C:6]3[C:14]2=[CH:15][CH:16]=[CH:17][C:5]=3[C:1]([O:3][CH3:4])=[O:2])[CH:25]=[CH:26][CH:27]=1 |f:2.3.4|. Procedure: A suspension of 5-carbomethoxy-1,2-dihydro-9H-carbazol-4(3H)-one (680 mg, 3.5 mM), 3-iodobenzyl bromide (1.2 g, 4.7 mM), and potassium carbonate (500 mg, 3.61 mM) in 20 mL DMF was stirred at room temperature for 18 hours. The mixture was diluted with ethyl acetate, washed with H2O and saturated brine, dried over anhydrous magnesium sulfate, filtered, concentrated. The residue was purified trituration with methylene chloride-diethyl ether) to afford 0.70 g (55%) of the 9-[(3-iodophenyl)methyl]-5-...